Dataset: the Open Reaction Database (ORD), a public repository of structured organic reaction records. Task: describe an organic reaction: reactants, conditions, products, and yield Starting materials: C(C)(C)N(C(C)C)CC (N,N-diisopropylethylamine), Cl.NC[C@H]1COC2=CC=C3C(=C2O1)OC(N3)=O ((8S)-8-Aminomethyl-7,8-dihydro-3H-1,6,9-trioxa-3-aza-cyclopenta[a]-naphthalen-2-one hydrochloride), C(C1=CC=CC=C1)Br (benzyl bromide). Run in CS(=O)C (DMSO). Conditions: temperature 50 celsius. The product is C(C1=CC=CC=C1)NCC1COC2=CC=C3C(=C2O1)OC(N3)=O (8-(Benzylamino-methyl)-7,8-dihydro-3H-1,6,9-trioxa-3-aza-cyclopenta[a]naphthalen-2-one), hydrate. Reaction SMILES: Cl.[NH2:2][CH2:3][C@@H:4]1[O:13][C:12]2[C:7](=[CH:8][CH:9]=[C:10]3[NH:16][C:15](=[O:17])[O:14][C:11]3=2)[O:6][CH2:5]1.[CH2:18](Br)[C:19]1[CH:24]=[CH:23][CH:22]=[CH:21][CH:20]=1.C(N(CC)C(C)C)(C)C>CS(C)=O>[CH2:18]([NH:2][CH2:3][CH:4]1[O:13][C:12]2[C:7](=[CH:8][CH:9]=[C:10]3[NH:16][C:15](=[O:17])[O:14][C:11]3=2)[O:6][CH2:5]1)[C:19]1[CH:24]=[CH:23][CH:22]=[CH:21][CH:20]=1 |f:0.1|. Reported procedure: (8S)-8-Aminomethyl-7,8-dihydro-3H-1,6,9-trioxa-3-aza-cyclopenta[a]-naphthalen-2-one hydrochloride (0.49 g, 1.8 mmole), benzyl bromide (0.20 mL, 1.8 mmole) and 0.31 mL (1.8 mmole) of N,N-diisopropylethylamine were combined in 20 ml DMSO and heated at 50° C. under nitrogen for 6 hours. After completion, the reaction was cooled to room temperature and partitioned between 400 mL each of ethyl acetate and saturated aqueous sodium bicarbonate. The organic phase was removed and washed with brine, dried... The reactants are BrC=1C=C2C(=NC1C#N)C=CN2C (6-Bromo-1-methyl-1H-pyrrolo[3,2-b]pyridine 5-carbonitrile), salt, O=C1CC2(C1)CNC2 (2-oxo-6-azaspiro[3,3]heptane), CC(C)([O-])C.[Na+] (sodium tert-butoxide), C=1C=CC(=CC1)P(C=2C=CC=CC2)C3=CC=C4C=CC=CC4=C3C5=C6C=CC=CC6=CC=C5P(C=7C=CC=CC7)C=8C=CC=CC8 (BINAP). The reagents and catalysts are C=1C=CC(=CC1)/C=C/C(=O)/C=C/C2=CC=CC=C2.C=1C=CC(=CC1)/C=C/C(=O)/C=C/C2=CC=CC=C2.C=1C=CC(=CC1)/C=C/C(=O)/C=C/C2=CC=CC=C2.[Pd].[Pd] (Pd2 dba3). Run in C(Cl)Cl (DCM), CC(=O)N(C)C (DMA). Reaction conditions: temperature 102 celsius. The product is CN1C=CC2=NC(=C(C=C21)N2CC1(COC1)C2)C#N (1-Methyl-6-(2-oxa-6-azaspiro[3,3]heptan-6-yl)-1H-pyrrolo[3,2-b]pyridine-5-carbonitrile). The yield is 69.0%. Reaction SMILES: Br[C:2]1[CH:3]=[C:4]2[N:12]([CH3:13])[CH:11]=[CH:10][C:5]2=[N:6][C:7]=1[C:8]#[N:9].CC(C)([O-:17])C.[Na+].C1C=CC(P(C2C(C3C(P(C4C=CC=CC=4)C4C=CC=CC=4)=CC=C4C=3C=CC=C4)=C3C(C=CC=C3)=CC=2)C2C=CC=CC=2)=CC=1.O=C1[CH2:70][C:69]2([CH2:73][NH:72][CH2:71]2)[CH2:68]1>CC(N(C)C)=O.C(Cl)Cl.C1C=CC(/C=C/C(/C=C/C2C=CC=CC=2)=O)=CC=1.C1C=CC(/C=C/C(/C=C/C2C=CC=CC=2)=O)=CC=1.C1C=CC(/C=C/C(/C=C/C2C=CC=CC=2)=O)=CC=1.[Pd].[Pd]>[CH3:13][N:12]1[C:4]2[C:5](=[N:6][C:7]([C:8]#[N:9])=[C:2]([N:72]3[CH2:73][C:69]4([CH2:70][O:17][CH2:68]4)[CH2:71]3)[CH:3]=2)[CH:10]=[CH:11]1 |f:1.2,7.8.9.10.11|. Reported procedure: 6-Bromo-1-methyl-1H-pyrrolo[3,2-b]pyridine 5-carbonitrile (300 mg, 1.27 mmol), sodium tert-butoxide (366 mg, 3.81 mmol), racemic BINAP (79 mg, 0.127 mmol), Pd2 dba3 (58 mg, 0.064 mmol), and 2-oxo-6-azaspiro[3,3]heptane, 0.5 oxylic acid salt (274 mg, 1.91 mmol) were combined in DMA (12 mL) under N2. The reaction mixture was heated at 102° C. in a microwave for 1 hour and was then diluted with DCM, washed with brine, dried over MgSO4, and concentrated. Purification by silica gel chromatography (2-... The reactants are BrC1=CC(=C(C=C1)C1C(=C(NC=2C=CNC(C12)=O)C)C(=O)OCCC#N)OC(F)(F)F (2-Cyanoethyl 4-[4-bromo-2-(trifluoromethoxy)phenyl]-2-methyl-5-oxo-1,4,5,6-tetrahydro-1,6-naphthyridine-3-carboxylate), C(OCC)(OCC)OCC (triethyl orthoformate). The reagents and catalysts are S(O)(O)(=O)=O (sulfuric acid). Reaction conditions: temperature 130 celsius, time 7 hour. Product: BrC1=CC(=C(C=C1)C1C(=C(NC2=CC=NC(=C12)OCC)C)C(=O)OCCC#N)OC(F)(F)F (2-Cyanoethyl 4-[4-bromo-2-(trifluoromethoxy)phenyl]-5-ethoxy-2-methyl-1,4-dihydro-1,6-naphthyridine-3-carboxylate). Reaction SMILES: [Br:1][C:2]1[CH:7]=[CH:6][C:5]([CH:8]2[C:17]3[C:16](=[O:18])[NH:15][CH:14]=[CH:13][C:12]=3[NH:11][C:10]([CH3:19])=[C:9]2[C:20]([O:22][CH2:23][CH2:24][C:25]#[N:26])=[O:21])=[C:4]([O:27][C:28]([F:31])([F:30])[F:29])[CH:3]=1.C(OCC)(OCC)O[CH2:34][CH3:35]>S(=O)(=O)(O)O>[Br:1][C:2]1[CH:7]=[CH:6][C:5]([CH:8]2[C:17]3[C:12](=[CH:13][CH:14]=[N:15][C:16]=3[O:18][CH2:34][CH3:35])[NH:11][C:10]([CH3:19])=[C:9]2[C:20]([O:22][CH2:23][CH2:24][C:25]#[N:26])=[O:21])=[C:4]([O:27][C:28]([F:30])([F:29])[F:31])[CH:3]=1. Procedure details: 7.30 g (13.19 mmol) of the compound from Example 34A are suspended in 150 ml of triethyl orthoformate and heated to 130° C. Then, over a total period of 7 hours, 15 drops of concentrated sulfuric acid are added each hour to the reaction mixture. It is then stirred at the same temperature overnight. After cooling, excess orthoester is removed in a rotary evaporator, and the crude product is purified by column chromatography (silica gel; mobile phase: cyclohexane/ethyl acetate 1:1). 4.59 g (64% of...